From a dataset of the Open Reaction Database (ORD), a public repository of structured organic reaction records. describe an organic reaction: reactants, conditions, products, and yield The reactants are NC1=C(N(C(=C1C)C)C)C(=O)OCC (ethyl 3-amino-1,4,5-trimethyl-1H-pyrrole-2-carboxylate), [OH-].[K+] (potassium hydroxide). The solvent is CO (methanol). The product is NC1=C(N(C(=C1C)C)C)C(=O)[O-].[K+] (Potassium- 3-amino-1,4,5-trimethyl-1H-pyrrole-2-carboxylate). As a reaction SMILES: [NH2:1][C:2]1[C:6]([CH3:7])=[C:5]([CH3:8])[N:4]([CH3:9])[C:3]=1[C:10]([O:12]CC)=[O:11].[OH-].[K+:16]>CO>[NH2:1][C:2]1[C:6]([CH3:7])=[C:5]([CH3:8])[N:4]([CH3:9])[C:3]=1[C:10]([O-:12])=[O:11].[K+:16] |f:1.2,4.5|. Procedure details: 36.6 g (0.187 mole) of ethyl 3-amino-1,4,5-trimethyl-1H-pyrrole-2-carboxylate and 11.4 g (0.213 mole) of potassium hydroxide are dissolved in 200 ml of methanol, and the obtained solution is boiled under reflux for 4 hours. The resulting solution is concentrated to dryness and used, without further purification, for the next reaction. Reaction SMILES: C(O[C:4](=O)[NH:5][CH2:6][CH:7]([C:9]1[CH:17]=[CH:16][CH:15]=[C:14]2[C:10]=1[CH2:11][CH2:12][N:13]2[C:18](=O)[C:19]1[CH:24]=[CH:23][CH:22]=[CH:21][CH:20]=1)[OH:8])C.[H-].[Li+].[Al+3].[H-].[H-].[H-].[Cl-].[Al+3].[Cl-].[Cl-]>O1CCOCC1.C(OCC)(=O)C>[CH3:4][NH:5][CH2:6][CH:7]([C:9]1[C:10]2[CH2:11][CH2:12][N:13]([CH2:18][C:19]3[CH:20]=[CH:21][CH:22]=[CH:23][CH:24]=3)[C:14]=2[CH:15]=[CH:16][CH:17]=1)[OH:8] |f:1.2.3.4.5.6,7.8.9.10|. The solvent is C(C)(=O)OCC (ethyl acetate), O1CCOCC1 (dioxane), O1CCOCC1 (dioxane). Isolated yield 61.3%. The reactants are crude product, C(C)OC(NCC(O)C1=C2CCN(C2=CC=C1)C(C1=CC=CC=C1)=O)=O (ethylN-[2-(1-benzoyl-2,3-dihydro-1H-indol-4-yl)-2-hydroxyethyl]carbamate), [H-].[Li+].[Al+3].[H-].[H-].[H-] (aluminium-lithium hydride), [Cl-].[Al+3].[Cl-].[Cl-] (aluminium chloride). Procedure: A solution of 113 g of the compound of Step C in 1,130 ml of dioxane was added slowly with stirring under an inert atmosphere to a suspension of 110 g of aluminium-lithium hydride and 55 g of aluminium chloride in 1,700 ml of dioxane. After 1 hour of stirring betweeen 80° C. and 50° C. and cooling to 10° C., the excess hydride was destroyed with an ammonium chloride-dioxane-water mixture. The resulting mixture was diluted with water, filtered, and the filtrate was concentrated by eliminating abo... Conditions: temperature 50 celsius, time 1 hour. Product: CNCC(O)C=1C=2CCN(C2C=CC1)CC1=CC=CC=C1 (2,3-dihydro-α-[(methylamino)-methyl]-1-benzyl-1H-indol-4-methanol). As a reaction SMILES: [CH:1]1([CH2:5][O:6][C:7]2[CH:8]=[CH:9][C:10]3[O:14][C:13]([N:15]4[CH2:20][CH2:19][CH:18]([O:21][CH2:22][C@@H:23]([NH:25][C:26](=[O:32])OC(C)(C)C)[CH3:24])[CH2:17][CH2:16]4)=[N:12][C:11]=3[CH:33]=2)[CH2:4][CH2:3][CH2:2]1.Cl.[C:35](OCC)(=O)C>>[CH:1]1([CH2:5][O:6][C:7]2[CH:8]=[CH:9][C:10]3[O:14][C:13]([N:15]4[CH2:16][CH2:17][CH:18]([O:21][CH2:22][C@@H:23]([NH:25][C:26](=[O:32])[CH3:35])[CH3:24])[CH2:19][CH2:20]4)=[N:12][C:11]=3[CH:33]=2)[CH2:2][CH2:3][CH2:4]1 |f:1.2|. Reaction conditions: time 15 minute. Procedure details: To tert-butyl [(1S)-2-({1-[5-(cyclobutylmethoxy)-1,3-benzoxazol-2-yl]piperidin-4-yl}oxy)-1-methylethyl]carbamate (380 mg) was added 4M hydrogen chloride/ethyl acetate (5 mL), and the mixture was stirred at room temperature for 15 min and concentrated. Pyridine (5 mL) and acetic anhydride (5 mL) were added to the residue, and the mixture was stirred at room temperature for 10 min. After concentration, the residue was purified by silica gel chromatography (NH, hexane/ethyl acetate), and the obtain... Starting materials: C1(CCC1)COC=1C=CC2=C(N=C(O2)N2CCC(CC2)OC[C@H](C)NC(OC(C)(C)C)=O)C1 (tert-butyl [(1S)-2-({1-[5-(cyclobutylmethoxy)-1,3-benzoxazol-2-yl]piperidin-4-yl}oxy)-1-methylethyl]carbamate), Cl.C(C)(=O)OCC (hydrogen chloride ethyl acetate). The product is C1(CCC1)COC=1C=CC2=C(N=C(O2)N2CCC(CC2)OC[C@H](C)NC(C)=O)C1 (N-[(1S)-2-({1-[5-(cyclobutylmethoxy)-1,3-benzoxazol-2-yl]piperidin-4-yl}oxy)-1-methylethyl]acetamide). Starting materials: ClCCl, CC(=O)[O-], COC(=O)C(N)Cc1ccccc1, O=CNC1CC(=O)OC1=O, Cl, [Na+]. Yields the product COC(=O)C(Cc1ccccc1)NC(=O)CC(NC=O)C(=O)O. As a reaction SMILES: [CH2:30]([Cl:31])[Cl:32].[CH3:12][C:13](=[O:14])[O-:15].[CH3:17][O:18][C:19]([CH:20]([NH2:21])[CH2:22][c:23]1[cH:24][cH:25][cH:26][cH:27][cH:28]1)=[O:29].[CH:1](=[O:2])[NH:3][CH:4]1[CH2:5][C:6](=[O:7])[O:8][C:9]1=[O:10].[ClH:16].[Na+:11]>>[CH:1](=[O:2])[NH:3][CH:4]([CH2:5][C:6](=[O:7])[NH:21][CH:20]([C:19]([O:18][CH3:17])=[O:29])[CH2:22][c:23]1[cH:24][cH:25][cH:26][cH:27][cH:28]1)[C:9]([OH:8])=[O:10]. The reactants are C(C)(C)(C)OC(=O)C1=C(C=CC=C1)C1=CC=C(C=C1)CNC(=O)C1(CCOCC1)NC(=O)OCC1=CC=CC=C1 (N-(2'-Tert-butoxycarbonylbiphenyl-4-ylmethyl)-4-(N-benzyloxycarbonylamino)tetrahydropyran-4-carboxamide). Reagents/catalysts: [Pd] (palladium-on-charcoal). Run in CO (methanol). Conditions: time 1 hour. The product is C(C)(C)(C)OC(=O)C1=C(C=CC=C1)C1=CC=C(C=C1)CNC(=O)C1(CCOCC1)N (N-(2'-Tert-butoxycarbonylbiphenyl-4-ylmethyl)-4-aminotetrahydropyran-4-carboxamide). Reaction SMILES: [C:1]([O:5][C:6]([C:8]1[CH:13]=[CH:12][CH:11]=[CH:10][C:9]=1[C:14]1[CH:19]=[CH:18][C:17]([CH2:20][NH:21][C:22]([C:24]2([NH:30]C(OCC3C=CC=CC=3)=O)[CH2:29][CH2:28][O:27][CH2:26][CH2:25]2)=[O:23])=[CH:16][CH:15]=1)=[O:7])([CH3:4])([CH3:3])[CH3:2]>CO.[Pd]>[C:1]([O:5][C:6]([C:8]1[CH:13]=[CH:12][CH:11]=[CH:10][C:9]=1[C:14]1[CH:19]=[CH:18][C:17]([CH2:20][NH:21][C:22]([C:24]2([NH2:30])[CH2:29][CH2:28][O:27][CH2:26][CH2:25]2)=[O:23])=[CH:16][CH:15]=1)=[O:7])([CH3:4])([CH3:2])[CH3:3]. Procedure: The product obtained in step C is dissolved in 30 ml of methanol. 400 mg of 10% palladium-on-charcoal are added and the mixture is hydrogenated at atmospheric pressure. After 1 hour, the catalyst is filtered off and the filtrate is then concentrated under vacuum. The residue is chromatographed on silica using an ethyl acetate/methanol/33% aqueous ammonia mixture (99/1/0.5; v/v/v) as the eluent to give 0.93 g of the expected product in the form of a white solid. M.p.=125°-127° C.